From a dataset of the Open Reaction Database (ORD), a public repository of structured organic reaction records. describe an organic reaction: reactants, conditions, products, and yield The reactants are C[Si](C)(C)CCOCCl, CCN(C(C)C)C(C)C, [Cl-], ClCCl, [NH4+], OC1(c2nccs2)CCCCC1. Product: C[Si](C)(C)CCOCOC1(c2nccs2)CCCCC1. RXN SMILES: [CH3:22][Si:23]([CH2:24][CH2:25][O:26][CH2:27][Cl:28])([CH3:29])[CH3:30].[CH:13]([N:14]([CH2:15][CH3:16])[CH:17]([CH3:18])[CH3:19])([CH3:20])[CH3:21].[Cl-:31].[Cl:33][CH2:34][Cl:35].[NH4+:32].[OH:1][C:2]1([c:8]2[s:9][cH:10][cH:11][n:12]2)[CH2:3][CH2:4][CH2:5][CH2:6][CH2:7]1>>[O:1]([C:2]1([c:8]2[s:9][cH:10][cH:11][n:12]2)[CH2:3][CH2:4][CH2:5][CH2:6][CH2:7]1)[CH2:27][O:26][CH2:25][CH2:24][Si:23]([CH3:22])([CH3:29])[CH3:30]. Reactants: CC(=O)O, [Cl-], Cl, O=N[O-], COC=C(C(=O)OC)c1ccccc1Oc1cccc(N)c1, [Na+], O=S=O, O. Yields the product COC=C(C(=O)OC)c1ccccc1Oc1cccc(S(=O)(=O)Cl)c1. Reaction SMILES: [CH3:32][C:33](=[O:34])[OH:35].[Cl-:31].[ClH:23].[N:24]([O-:25])=[O:26].[NH2:1][c:2]1[cH:3][c:4]([O:5][c:6]2[c:7]([C:12]([C:13](=[O:14])[O:15][CH3:16])=[CH:17][O:18][CH3:19])[cH:8][cH:9][cH:10][cH:11]2)[cH:20][cH:21][cH:22]1.[Na+:27].[O:28]=[S:29]=[O:30].[OH2:36]>>[c:2]1([S:29]([Cl:23])(=[O:28])=[O:30])[cH:3][c:4]([O:5][c:6]2[c:7]([C:12]([C:13](=[O:14])[O:15][CH3:16])=[CH:17][O:18][CH3:19])[cH:8][cH:9][cH:10][cH:11]2)[cH:20][cH:21][cH:22]1. Reactants: [N+](=O)([O-])C1=CC=C(C=C1)C=1C(=CC=CC1)C(=O)NC1=CC=C(C(=O)N(C)C2=C(C=C(C=C2)C)OCC2=CC=CC=C2)C=C1 (4-(4′-nitrobiphenyl-2-carboxamido)-N-(2-benzyloxy-4-methylphenyl)-N-methylbenzamide), [H][H] (hydrogen). Reagents/catalysts: [OH-].[Pd+2].[OH-] (palladium hydroxide). Run in CO (methanol), O1CCOCC1 (1,4-dioxane). Run at time 5 hour. Yields the product NC1=CC=C(C=C1)C=1C(=CC=CC1)C(=O)NC1=CC=C(C(=O)N(C)C2=C(C=C(C=C2)C)O)C=C1 (4-(4′-aminobiphenyl-2-carboxamido)-N-(2-hydroxy-4-methylphenyl)-N-methylbenzamide). Isolated yield 103.0%. Reaction SMILES: [N+:1]([C:4]1[CH:9]=[CH:8][C:7]([C:10]2[C:11]([C:16]([NH:18][C:19]3[CH:43]=[CH:42][C:22]([C:23]([N:25]([C:27]4[CH:32]=[CH:31][C:30]([CH3:33])=[CH:29][C:28]=4[O:34]CC4C=CC=CC=4)[CH3:26])=[O:24])=[CH:21][CH:20]=3)=[O:17])=[CH:12][CH:13]=[CH:14][CH:15]=2)=[CH:6][CH:5]=1)([O-])=O.[H][H]>CO.O1CCOCC1.[OH-].[Pd+2].[OH-]>[NH2:1][C:4]1[CH:5]=[CH:6][C:7]([C:10]2[C:11]([C:16]([NH:18][C:19]3[CH:43]=[CH:42][C:22]([C:23]([N:25]([C:27]4[CH:32]=[CH:31][C:30]([CH3:33])=[CH:29][C:28]=4[OH:34])[CH3:26])=[O:24])=[CH:21][CH:20]=3)=[O:17])=[CH:12][CH:13]=[CH:14][CH:15]=2)=[CH:8][CH:9]=1 |f:4.5.6|. Procedure: A solution of 4-(4′-nitrobiphenyl-2-carboxamido)-N-(2-benzyloxy-4-methylphenyl)-N-methylbenzamide (430 mg), 20% palladium hydroxide (80 mg) in methanol (20 ml) and 1,4-dioxane (30 ml) was stirred under atmospheric pressure of hydrogen at 30° C. After 5 hours, the reaction mixture was filtered through a bed of Celite, and the solvent was removed by evaporation and the crude product was purified by silica gel column chromatography (SiO2; 30 g, 3% methanol in chloroform) to give 4-(4′-aminobiphenyl... Reactants: COC1=C(C(=O)OC)C=C(C=C1)O (methyl 2-methoxy-5-hydroxybenzoate), [OH-].[Na+] (sodium hydroxide), Cl (hydrochloric acid). Solvent: CO (methanol). Reaction conditions: time 2 hour. The product is COC1=C(C(=O)O)C=C(C=C1)O (2-Methoxy-5-hydroxybenzoic Acid). RXN SMILES: [CH3:1][O:2][C:3]1[CH:12]=[CH:11][C:10]([OH:13])=[CH:9][C:4]=1[C:5]([O:7]C)=[O:6].[OH-].[Na+].Cl>CO>[CH3:1][O:2][C:3]1[CH:12]=[CH:11][C:10]([OH:13])=[CH:9][C:4]=1[C:5]([OH:7])=[O:6] |f:1.2|. Reported procedure: Combine methyl 2-methoxy-5-hydroxybenzoate (0.37 g, 2.0 mmol) and a 1 M aqueous sodium hydroxide solution (20 mL, 20 mmol) in methanol (20 mL). After 2 hours, adjust the pH to about 2 using a 1 M aqueous hydrochloric acid solution and extract with dichloromethane. Dry the organic layer over MgSO4, filter, and evaporate in uacuo to give the title compound. The reactants are O (water), ClC1=C(C=C(C=C1)N(C(F)(F)F)C(F)(F)F)N (4-chloro-3-amino-N,N-bistrifluoromethyl-aminobenzene), [OH-].[Na+] (sodium hydroxide). Solvent: C1(=CC=CC=C1)C (toluene). Product: NC=1C=C(C=CC1)N(C(F)(F)F)C(F)(F)F (3-amino-N,N-bistrifluoromethyl-aminobenzene). The yield is 44.4%. Reaction SMILES: Cl[C:2]1[CH:7]=[CH:6][C:5]([N:8]([C:13]([F:16])([F:15])[F:14])[C:9]([F:12])([F:11])[F:10])=[CH:4][C:3]=1[NH2:17].O.[OH-].[Na+]>C1(C)C=CC=CC=1>[NH2:17][C:3]1[CH:4]=[C:5]([N:8]([C:9]([F:10])([F:11])[F:12])[C:13]([F:14])([F:15])[F:16])[CH:6]=[CH:7][CH:2]=1 |f:2.3|. Procedure details: 26.5 g of 4-chloro-3-amino-N,N-bistrifluoromethyl-aminobenzene were dissolved in 50 g of toluene and reacted at 350° C. The reaction products were introduced into 150 ml of water. The two-phase mixture obtained was made alkaline with 20% strength by weight aqueous sodium hydroxide solution, and the toluene phase was separated off, to give 10.3 g of 3-amino-N,N-bistrifluoromethyl-aminobenzene of boiling point 76° to 78° C. at 20 mbar by distillation. Starting materials: CCOC(=O)C(C)(C)SC(C)=O, C[O-], CCO, [Na+], Cc1ccc(S(=O)(=O)OCCC2CCOCC2)cc1. Yields the product CCOC(=O)C(C)(C)SCCC1CCOCC1. Reaction SMILES: [CH2:23]([CH3:24])[O:25][C:26]([C:27]([CH3:28])([CH3:29])[S:30][C:31](=[O:32])[CH3:33])=[O:34].[CH3:20][O-:21].[CH3:35][CH2:36][OH:37].[Na+:22].[O:1]1[CH2:2][CH2:3][CH:4]([CH2:7][CH2:8][O:9][S:10]([c:11]2[cH:12][cH:13][c:14]([CH3:15])[cH:16][cH:17]2)(=[O:18])=[O:19])[CH2:5][CH2:6]1>>[O:1]1[CH2:2][CH2:3][CH:4]([CH2:7][CH2:8][S:30][C:27]([C:26]([O:25][CH2:23][CH3:24])=[O:34])([CH3:28])[CH3:29])[CH2:5][CH2:6]1.